This data is from the Open Reaction Database (ORD), a public repository of structured organic reaction records. The task is: describe an organic reaction: reactants, conditions, products, and yield Starting materials: CCOC(=O)Cl, Cc1ccccc1, CC(C)(C)C(N)CO, [Na+], [OH-], O. The product is CC(C)(C)C1COC(=O)N1. Reaction SMILES: [CH2:10]([O:12][C:11]([Cl:13])=[O:14])[CH3:15].[CH3:18][c:19]1[cH:20][cH:21][cH:22][cH:23][cH:24]1.[NH2:1][CH:2]([C:3]([CH3:4])([CH3:5])[CH3:6])[CH2:7][OH:8].[Na+:17].[OH-:16].[OH2:9]>>[NH:1]1[CH:2]([C:3]([CH3:4])([CH3:5])[CH3:6])[CH2:7][O:8][C:10]1=[O:12]. Reactants: CO, COC(=O)C1CCC(=O)N1C(C)C, [Na+], [OH-], O. Yields the product CC(C)N1C(=O)CCC1C(=O)O. As a reaction SMILES: [CH3:14][OH:15].[CH3:1][CH:2]([CH3:3])[N:4]1[CH:5]([C:6](=[O:7])[O:8][CH3:9])[CH2:10][CH2:11][C:12]1=[O:13].[Na+:17].[OH-:16].[OH2:18]>>[CH3:1][CH:2]([CH3:3])[N:4]1[CH:5]([C:6](=[O:7])[OH:8])[CH2:10][CH2:11][C:12]1=[O:13].